Dataset: the Open Reaction Database (ORD), a public repository of structured organic reaction records. Task: describe an organic reaction: reactants, conditions, products, and yield Reactants: FF (fluorine), BrBr (bromine), FC(C(=O)O)(C(C(C(C(C(C(F)(F)F)(F)F)(F)F)(F)F)(F)F)(F)F)F (Perfluorooctanoic acid), BrBr (bromine), Cl (hydrochloric acid), FC(C(=O)O)(C(C(C(C(C(C(F)(F)F)(F)F)(F)F)(F)F)(F)F)(F)F)F (Perfluorooctanoic acid), BrBr (bromine), FF (fluorine), FF (fluorine), FF (fluorine). The solvent is 113. Yields the product FC(C(C(C(C(C(C(F)(F)F)(F)F)(F)F)(F)F)(F)F)(F)F)(F)Br (perfluoroheptyl bromide). The yield is 450.0%. Reaction SMILES: [F:1][C:2]([F:25])([C:6]([F:24])([F:23])[C:7]([F:22])([F:21])[C:8]([F:20])([F:19])[C:9]([F:18])([F:17])[C:10]([F:16])([F:15])[C:11]([F:14])([F:13])[F:12])C(O)=O.[Br:26]Br.FF.Cl>>[F:1][C:2]([Br:26])([F:25])[C:6]([F:24])([F:23])[C:7]([F:22])([F:21])[C:8]([F:20])([F:19])[C:9]([F:18])([F:17])[C:10]([F:16])([F:15])[C:11]([F:14])([F:13])[F:12]. Reported procedure: Perfluorooctanoic acid 286 g (0.691 mole), bromine 55.3 g (0.345 mole) and Freon 113 (200 ml) were treated with fluorine (40 cc/min) at 30°-37° C. When approximately 0.42 mole of fluorine was used, the solution turned from dark red to orange. Perfluorooctanoic acid 500 g (1.208 mole) and bromine 112 g (0.700 mole) were added to the reaction mixture. The mixture was again treated with fluorine until the color of bromine disappeared (about 0.83 mole of additional fluorine was used). The reaction m... The reactants are CC(C)(C)OC(=O)N1CCC(c2nc(C=O)cs2)CC1, [I-], CC(CC[P+](c1ccccc1)(c1ccccc1)c1ccccc1)c1ccccc1. Product: CC(CC=Cc1csc(C2CCN(C(=O)OC(C)(C)C)CC2)n1)c1ccccc1. RXN SMILES: [CH:1](=[O:2])[c:3]1[n:4][c:5]([CH:8]2[CH2:9][CH2:10][N:11]([C:14](=[O:15])[O:16][C:17]([CH3:18])([CH3:19])[CH3:20])[CH2:12][CH2:13]2)[s:6][cH:7]1.[I-:21].[c:22]1([P+:23]([c:24]2[cH:25][cH:26][cH:27][cH:28][cH:39]2)([CH2:29][CH2:30][CH:31]([CH3:32])[c:33]2[cH:34][cH:35][cH:36][cH:37][cH:38]2)[c:40]2[cH:41][cH:42][cH:43][cH:44][cH:45]2)[cH:46][cH:47][cH:48][cH:49][cH:50]1>>[CH:1]([c:3]1[n:4][c:5]([CH:8]2[CH2:9][CH2:10][N:11]([C:14](=[O:15])[O:16][C:17]([CH3:18])([CH3:19])[CH3:20])[CH2:12][CH2:13]2)[s:6][cH:7]1)=[CH:29][CH2:30][CH:31]([CH3:32])[c:33]1[cH:34][cH:35][cH:36][cH:37][cH:38]1. Starting materials: O (water), N[C@@H]1C2=CC3=C(OCO3)C=C2[C@H]([C@H]2[C@H]1C(OC2)=O)C2=CC(=C(C(=C2)OC)O)OC ((5S,5aR,8aS,9R)-5-amino-9-(4-hydroxy-3,5-dimethoxyphenyl)-5,8,8a,9-tetrahydrofuro[3′,4′:6,7]naphtho[2,3-d][1,3]dioxol-6(5aH)-one), N1C=NC=C1 (imidazole), [Si](C)(C)(C(C)(C)C)Cl (tert-butyldimethylsilyl chloride). Solvent: CCOCC (ether), CN(C=O)C (dimethylformarnide). Yields the product N[C@@H]1C2=CC3=C(OCO3)C=C2[C@H]([C@H]2[C@H]1C(OC2)=O)C2=CC(=C(C(=C2)OC)O[Si](C)(C)C(C)(C)C)OC ((5S,5aR,8aS,9R)-5-amino-9-[4-{[tert-butyl(dimethyl)silyl]oxy}-3,5-dimethoxyphenyl]-5,8,8a,9-tetrahydrofuro[3′,4′:6,7]naphtho[2,3-d][1,3]dioxol-6(5aH)-one). Reaction SMILES: [NH2:1][C@H:2]1[C@@H:14]2[C:15](=[O:18])[O:16][CH2:17][C@H:13]2[C@H:12]([C:19]2[CH:24]=[C:23]([O:25][CH3:26])[C:22]([OH:27])=[C:21]([O:28][CH3:29])[CH:20]=2)[C:11]2[C:3]1=[CH:4][C:5]1[O:9][CH2:8][O:7][C:6]=1[CH:10]=2.N1C=CN=C1.[Si:35](Cl)([C:38]([CH3:41])([CH3:40])[CH3:39])([CH3:37])[CH3:36].O>CN(C)C=O.CCOCC>[NH2:1][C@H:2]1[C@@H:14]2[C:15](=[O:18])[O:16][CH2:17][C@H:13]2[C@H:12]([C:19]2[CH:24]=[C:23]([O:25][CH3:26])[C:22]([O:27][Si:35]([C:38]([CH3:41])([CH3:40])[CH3:39])([CH3:37])[CH3:36])=[C:21]([O:28][CH3:29])[CH:20]=2)[C:11]2[C:3]1=[CH:4][C:5]1[O:9][CH2:8][O:7][C:6]=1[CH:10]=2. Reported procedure: A solution of 7.4 mmol of the compound of Example 14, 58.8 mmol of imidazole and 13 mmol of tert-butyldimethylsilyl chloride in 225 ml of anhydrous dimethylformarnide is stirred at ambient temperature. After reaction for 17 hours, the mixture is poured into a mixture of water and ether. After exraction with ether, the combined organic phases are dried, filtered and then concentrated under reduced pressure. The residue is subsequently recrystallised from a heptane/benzene mixture enabling the exp... Starting materials: [Si](C)(C)(C(C)(C)C)OCC(=C)C1=NC2=C(C(=NC(=C2)C#N)C=2C=NC=C(C2)Cl)N1C[C@@H]1CC[C@H](CC1)C (2-(3-{[tert-butyl(dimethyl)silyl]oxy}prop-1-en-2-yl)-4-(5-chloropyridin-3-yl)-3-[(trans-4-methylcyclohexyl)methyl]-3H-imidazo[4,5-c]pyridine-6-carbonitrile), [H-].[Na+] (NaH), [Si](C)(C)(C(C)(C)C)OCC(=C)C1=NC2=C(C(=NC(=C2)C#N)C=2C=NC=C(C2)Cl)N1C[C@@H]1CC[C@H](CC1)C (2-(3-{[tert-butyl(dimethyl)silyl]oxy}prop-1-en-2-yl)-4-(5-chloropyridin-3-yl)-3-[(trans-4-methylcyclohexyl)methyl]-3H-imidazo[4,5-c]pyridine-6-carbonitrile), [F-].C(CCC)[N+](CCCC)(CCCC)CCCC (Tetrabutylammonium fluoride), CI (Methyl iodide). Solvent: C1CCOC1 (THF), C1CCOC1 (THF). Reaction conditions: time 1 hour. Yields the product ClC=1C=C(C=NC1)C1=NC(=CC2=C1N(C(=N2)C(=C)COC)C[C@@H]2CC[C@H](CC2)C)C#N (4-(5-chloropyridin-3-yl)-2-(3-methoxyprop-1-en-2-yl)-3-[(trans-4-methylcyclohexyl)methyl]-3H-imidazo[4,5-c]pyridine-6-carbonitrile). As a reaction SMILES: [Si]([O:8][CH2:9][C:10]([C:12]1[N:29]([CH2:30][C@H:31]2[CH2:36][CH2:35][C@H:34]([CH3:37])[CH2:33][CH2:32]2)[C:15]2[C:16]([C:22]3[CH:23]=[N:24][CH:25]=[C:26]([Cl:28])[CH:27]=3)=[N:17][C:18]([C:20]#[N:21])=[CH:19][C:14]=2[N:13]=1)=[CH2:11])(C(C)(C)C)(C)C.[F-].[CH2:39]([N+](CCCC)(CCCC)CCCC)CCC.[H-].[Na+].CI>C1COCC1>[Cl:28][C:26]1[CH:27]=[C:22]([C:16]2[C:15]3[N:29]([CH2:30][C@H:31]4[CH2:36][CH2:35][C@H:34]([CH3:37])[CH2:33][CH2:32]4)[C:12]([C:10]([CH2:9][O:8][CH3:39])=[CH2:11])=[N:13][C:14]=3[CH:19]=[C:18]([C:20]#[N:21])[N:17]=2)[CH:23]=[N:24][CH:25]=1 |f:1.2,3.4|. Procedure: Steps 5 & 6: A stirred solution of 2-(3-{[tert-butyl(dimethyl)silyl]oxy}prop-1-en-2-yl)-4-(5-chloropyridin-3-yl)-3-[(trans-4-methylcyclohexyl)methyl]-3H-imidazo[4,5-c]pyridine-6-carbonitrile (1.2 g, 2.24 mmol) in THF (20 mL) was cooled to 0° C. Tetrabutylammonium fluoride (3.36 mL, 3.36 mmol, 1M solution in THF) was added dropwise over a period of 5 minutes, and the reaction mixture was warmed to room temperature and stirred for 1 h. The reaction mixture was quenched with water (10 mL) and extra...